Dataset: the Open Reaction Database (ORD), a public repository of structured organic reaction records. Task: describe an organic reaction: reactants, conditions, products, and yield Starting materials: CN1C2=C(C=3C=CC=CC13)C(NCC2)=O (2,3,4,5-tetrahydro-5-methyl-1H-pyrido[4,3-b]indol-1-one), ClCC=1N=CN(C1C)C(C1=CC=CC=C1)(C1=CC=CC=C1)C1=CC=CC=C1 (4-(Chloromethyl)-5-methyl-1-(triphenylmethyl)-1H-imidazole), Cl (Hydrochloric acid), [H-].[Na+] (sodium hydride), [OH-].[Na+] (sodium hydroxide). Solvent: C(OC)COC (dimethoxyethane), O (water). Run at time 6 hour. Yields the product N (ammonia), CN1C2=C(C=3C=CC=CC13)C(N(CC2)CC=2N=CNC2C)=O (2,3,4,5-Tetrahydro-5-methyl-2-[(5-methyl-1H-imidazol-4-yl)methyl]-1H-pyrido[4,3-b]indol-1-one). Yield: 119.7%. Reaction SMILES: [CH3:1][N:2]1[C:10]2[CH:9]=[CH:8][CH:7]=[CH:6][C:5]=2[C:4]2[C:11](=[O:15])[NH:12][CH2:13][CH2:14][C:3]1=2.[H-].[Na+].Cl[CH2:19][C:20]1[N:21]=[CH:22][N:23](C(C2C=CC=CC=2)(C2C=CC=CC=2)C2C=CC=CC=2)[C:24]=1[CH3:25].Cl.[OH-].[Na+]>C(COC)OC.O>[NH3:2].[CH3:1][N:2]1[C:10]2[CH:9]=[CH:8][CH:7]=[CH:6][C:5]=2[C:4]2[C:11](=[O:15])[N:12]([CH2:19][C:20]3[N:21]=[CH:22][NH:23][C:24]=3[CH3:25])[CH2:13][CH2:14][C:3]1=2 |f:1.2,5.6|. Procedure: A suspension of 2,3,4,5-tetrahydro-5-methyl-1H-pyrido[4,3-b]indol-1-one (400 mg) in dry dimethoxyethane (50 ml) was treated with sodium hydride (60% dispersion in oil; 100 mg), and the mixture was stirred at 60° under nitrogen for 6 h. 4-(Chloromethyl)-5-methyl-1-(triphenylmethyl)-1H-imidazole (474 mg) was added and the reaction mixture was stirred at 60° under nitrogen overnight. 2N Hydrochloric acid (10 ml) and water (10 ml) were then added, and the mixture was heated at reflux for 6 h. After ... The reactants are CC1=C(C2=CC=CC=C2C=C1)C=1C=C(C=O)C=CC1 (3-(2-Methyl-1-naphthyl)benzaldehyde), [BH4-].[Na+] (sodium borohydride), Cl (hydrochloric acid). Run in COCCOC (1,2-dimethoxyethane), O1CCCC1 (tetrahydrofuran). Conditions: time 3 hour. Yields the product CC1=C(C2=CC=CC=C2C=C1)C=1C=C(C=CC1)CO ([3-(2-methyl-1-naphthyl)phenyl]methanol). The yield is 81.4%. Reaction SMILES: [CH3:1][C:2]1[CH:11]=[CH:10][C:9]2[C:4](=[CH:5][CH:6]=[CH:7][CH:8]=2)[C:3]=1[C:12]1[CH:13]=[C:14]([CH:17]=[CH:18][CH:19]=1)[CH:15]=[O:16].[BH4-].[Na+].Cl>COCCOC.O1CCCC1>[CH3:1][C:2]1[CH:11]=[CH:10][C:9]2[C:4](=[CH:5][CH:6]=[CH:7][CH:8]=2)[C:3]=1[C:12]1[CH:13]=[C:14]([CH2:15][OH:16])[CH:17]=[CH:18][CH:19]=1 |f:1.2|. Reported procedure: 3-(2-Methyl-1-naphthyl)benzaldehyde (2.39 g, 9.70 mmol) was dissolved in a mixture of 1,2-dimethoxyethane (10 mL) and tetrahydrofuran (10 mL), and sodium borohydride (0.189 g, 5.00 mmol) was added under ice-cooling. The mixture was stirred at the same temperature for 3 hr. Dilute hydrochloric acid was added to the reaction mixture, and the mixture was extracted with ethyl acetate. The extract was washed with saturated brine, dried over anhydrous magnesium sulfate, and concentrated under reduced ... Starting materials: CSSC (dimethyl disulfide), Cl (hydrochloric acid), BrC1=C(C=CC(=C1)F)C (2-bromo-4-fluorotoluene), [Mg] (magnesium), CI (methyl iodide). The solvent is O (water), C(C)OCC (diethyl ether). Yields the product FC1=CC(=C(C=C1)C)SC (4-fluoro-2-methylthiotoluene). Reaction SMILES: Br[C:2]1[CH:7]=[C:6]([F:8])[CH:5]=[CH:4][C:3]=1[CH3:9].[Mg].CI.[CH3:13][S:14]SC.Cl>C(OCC)C.O>[F:8][C:6]1[CH:5]=[CH:4][C:3]([CH3:9])=[C:2]([S:14][CH3:13])[CH:7]=1. Procedure details: To a solution of 2-bromo-4-fluorotoluene (45 g) in dry diethyl ether (500 ml) is added magnesium (for Grignard reagent, 7 g), and the mixture is refluxed with stirring. To the reaction mixture is added methyl iodide (1 ml), by which the reaction initiates vigorously, and then the mixture is stirred for 30 minutes after taking off the heating bath. Thereafter, the reaction becomes mild, and then the reaction mixture is refluxed for 30 minutes. After allowing to cool, dimethyl disulfide (24 ml) is... The reactants are C(C)(C)(C)OC(=O)N1CCN(CC1)C=1C2=C(N=C(N1)C1=C(C=C(C(=C1)F)Cl)F)C=CS2 (1-tert-butoxycarbonyl-4-[2-(4-chloro-2,5-difluorophenyl)thieno[3,2-d]pyrimidine-4-yl]piperazine), Cl.O1CCOCC1 (HCl dioxane). Solvent: CCOC(=O)C (EtOAc). Reaction conditions: time 2 day. Product: Cl.Cl.ClC1=CC(=C(C=C1F)C=1N=C(C2=C(N1)C=CS2)N2CCNCC2)F (2-(4-chloro-2,5-difluorophenyl)-4-piperazine-1-ylthieno[3,2-d]pyrimidine dihydrochloride). As a reaction SMILES: C(OC([N:8]1[CH2:13][CH2:12][N:11]([C:14]2[C:15]3[S:31][CH:30]=[CH:29][C:16]=3[N:17]=[C:18]([C:20]3[CH:25]=[C:24]([F:26])[C:23]([Cl:27])=[CH:22][C:21]=3[F:28])[N:19]=2)[CH2:10][CH2:9]1)=O)(C)(C)C.[ClH:32].O1CCOCC1>CCOC(C)=O>[ClH:27].[ClH:32].[Cl:27][C:23]1[C:24]([F:26])=[CH:25][C:20]([C:18]2[N:19]=[C:14]([N:11]3[CH2:10][CH2:9][NH:8][CH2:13][CH2:12]3)[C:15]3[S:31][CH:30]=[CH:29][C:16]=3[N:17]=2)=[C:21]([F:28])[CH:22]=1 |f:1.2,4.5.6|. Procedure details: A mixture of 1.16 g of 1-tert-butoxycarbonyl-4-[2-(4-chloro-2,5-difluorophenyl)thieno[3,2-d]pyrimidine-4-yl]piperazine and 10 ml of 4M HCl-dioxane solution was stirred for two days at room temperature. 10 ml of EtOAc was added to the reaction mixture. After the precipitate was filtered and washed with EtOAc, it was dried under reduced pressure to give 1.17 g of 2-(4-chloro-2,5-difluorophenyl)-4-piperazine-1-ylthieno[3,2-d]pyrimidine dihydrochloride.